Dataset: the Open Reaction Database (ORD), a public repository of structured organic reaction records. Task: describe an organic reaction: reactants, conditions, products, and yield Reactants: O=C(O)C(Cc1cccc(Cl)c1)c1ccc(Cl)cc1, O=S(Cl)Cl. Yields the product O=C1c2ccc(Cl)cc2CC1c1ccc(Cl)cc1. RXN SMILES: [Cl:1][c:2]1[cH:3][c:4]([CH2:8][CH:9]([C:10](=[O:11])[OH:12])[c:13]2[cH:14][cH:15][c:16]([Cl:19])[cH:17][cH:18]2)[cH:5][cH:6][cH:7]1.[S:20]([Cl:21])([Cl:22])=[O:23]>>[Cl:1][c:2]1[cH:3][c:4]2[c:5]([cH:6][cH:7]1)[C:10](=[O:12])[CH:9]([c:13]1[cH:14][cH:15][c:16]([Cl:19])[cH:17][cH:18]1)[CH2:8]2. Starting materials: N#Cc1cc(C(Br)Br)c2oc(-c3ccc(NC(=O)CBr)cc3)nc2c1, C1CCOC1, CCN(C(C)C)C(C)C, FC(F)(F)c1ccc(N2CCNCC2)cc1. The product is N#Cc1cc(C(Br)Br)c2oc(-c3ccc(NC(=O)CN4CCN(c5ccc(C(F)(F)F)cc5)CC4)cc3)nc2c1. RXN SMILES: [Br:1][CH2:2][C:3](=[O:4])[NH:5][c:6]1[cH:7][cH:8][c:9](-[c:12]2[o:13][c:14]3[c:15]([n:16]2)[cH:17][c:18]([C:24]#[N:25])[cH:19][c:20]3[CH:21]([Br:22])[Br:23])[cH:10][cH:11]1.[CH2:51]1[O:52][CH2:53][CH2:54][CH2:55]1.[CH:42]([N:43]([CH:44]([CH3:45])[CH3:46])[CH2:47][CH3:48])([CH3:49])[CH3:50].[F:26][C:27]([c:28]1[cH:29][cH:30][c:31]([N:34]2[CH2:35][CH2:36][NH:37][CH2:38][CH2:39]2)[cH:32][cH:33]1)([F:40])[F:41]>>[CH2:2]([C:3](=[O:4])[NH:5][c:6]1[cH:7][cH:8][c:9](-[c:12]2[o:13][c:14]3[c:15]([n:16]2)[cH:17][c:18]([C:24]#[N:25])[cH:19][c:20]3[CH:21]([Br:22])[Br:23])[cH:10][cH:11]1)[N:37]1[CH2:36][CH2:35][N:34]([c:31]2[cH:30][cH:29][c:28]([C:27]([F:26])([F:40])[F:41])[cH:33][cH:32]2)[CH2:39][CH2:38]1. Starting materials: hydrochloride salt, Cl.Cl.NC=1C=C(C=CC1)C1(CCN(CC1)CCOC1=CC=CC=C1)F (4-(3-aminophenyl)-1-(2-phenoxyethyl) 4-fluoropiperidine dihydrochloride), C(C)(C)(C)N=C=O (tert-butylisocyanate), C(C)(C)N(CC)C(C)C (diisopropylethylamine). The product is C(C)(C)(C)NC(=O)NC1=CC(=CC=C1)C1(CCN(CC1)CCOC1=CC=CC=C1)F (1-tert-Butyl-3-{3-[4-fluoro-1-(2-phenoxyethyl)-piperidin-4-yl]phenyl}-urea), desired material. Isolated yield 24.0%. RXN SMILES: Cl.Cl.[NH2:3][C:4]1[CH:5]=[C:6]([C:10]2([F:25])[CH2:15][CH2:14][N:13]([CH2:16][CH2:17][O:18][C:19]3[CH:24]=[CH:23][CH:22]=[CH:21][CH:20]=3)[CH2:12][CH2:11]2)[CH:7]=[CH:8][CH:9]=1.[C:26]([N:30]=[C:31]=[O:32])([CH3:29])([CH3:28])[CH3:27].C(N(C(C)C)CC)(C)C>>[C:26]([NH:30][C:31]([NH:3][C:4]1[CH:9]=[CH:8][CH:7]=[C:6]([C:10]2([F:25])[CH2:11][CH2:12][N:13]([CH2:16][CH2:17][O:18][C:19]3[CH:20]=[CH:21][CH:22]=[CH:23][CH:24]=3)[CH2:14][CH2:15]2)[CH:5]=1)=[O:32])([CH3:29])([CH3:28])[CH3:27] |f:0.1.2|. Reported procedure: The title compound was prepared from the reaction of 4-(3-aminophenyl)-1-(2-phenoxyethyl) 4-fluoropiperidine dihydrochloride with tert-butylisocyanate in the presence of excess diisopropylethylamine as described in Example 19, with the exception that hydrochloride salt formation was not carried out. The desired material was obtained in 24% yield as a white solid. The reactants are C(C)(C)(C)OC(=O)N1[C@@H](CC(C1)=NOC)C(=O)O ((2S,4EZ)-1-(tert-butoxycarbonyl)-4-(methoxyimino)-2-pyrrolidinecarboxylic acid), C1(=CC=C(C=C1)C(=O)Cl)C1=CC=CC=C1 ([1,1′-biphenyl]-4-carbonyl chloride), NCC(O)C=1C=C(C=CC1)O (3-[(1RS)-2-amino-1-hydroxyethyl]phenol). The product is C1(=CC=C(C=C1)C(=O)N1[C@@H](CC(C1)=NOC)C(=O)NCC(C1=CC(=CC=C1)O)O)C1=CC=CC=C1 ((2S,4EZ)-1-([1,1′-biphenyl]-4-ylcarbonyl)-N-[(2RS)-2-hydroxy-2-(3-hydroxyphenyl)ethyl]4-(methoxyimino)-2-pyrrolidinecarboxamide). Reaction SMILES: C(O[C:6]([N:8]1[CH2:12][C:11](=[N:13][O:14][CH3:15])[CH2:10][C@H:9]1[C:16]([OH:18])=O)=[O:7])(C)(C)C.[C:19]1([C:28]2[CH:33]=[CH:32][CH:31]=[CH:30][CH:29]=2)[CH:24]=[CH:23][C:22](C(Cl)=O)=[CH:21][CH:20]=1.[NH2:34][CH2:35][CH:36]([C:38]1[CH:39]=[C:40]([OH:44])[CH:41]=[CH:42][CH:43]=1)[OH:37]>>[C:28]1([C:19]2[CH:20]=[CH:21][CH:22]=[CH:23][CH:24]=2)[CH:29]=[CH:30][C:31]([C:6]([N:8]2[CH2:12][C:11](=[N:13][O:14][CH3:15])[CH2:10][C@H:9]2[C:16]([NH:34][CH2:35][CH:36]([OH:37])[C:38]2[CH:43]=[CH:42][CH:41]=[C:40]([OH:44])[CH:39]=2)=[O:18])=[O:7])=[CH:32][CH:33]=1. Reported procedure: Following the general method as outlined in Example 22, starting from (2S,4EZ)-1-(tert-butoxycarbonyl)-4-(methoxyimino)-2-pyrrolidinecarboxylic acid, [1,1′-biphenyl]-4-carbonyl chloride, and 3-[(1RS)-2-amino-1-hydroxyethyl]phenol, the title compound was obtained in 88% purity by HPLC. MS(ESI+): m/z=504. The reactants are C(C1=CC=CC=C1)N1CCC(CC1)(O)C1=CC=C(C=C1)CC1(C)OCCO1 (1-Benzyl-4-[4-(2,2-ethylenedioxypropyl)phenyl]piperidin-4-ol). The reagents and catalysts are [Pd] (palladium on carbon). The solvent is CO (methanol). Product: C1OC(CC2=CC=C(C=C2)C2(CCNCC2)O)(C)OC1 (4-[4-(2,2-ethylenedioxypropyl)phenyl]piperidin-4-ol). The yield is 86.7%. As a reaction SMILES: C([N:8]1[CH2:13][CH2:12][C:11]([C:15]2[CH:20]=[CH:19][C:18]([CH2:21][C:22]3([O:27][CH2:26][CH2:25][O:24]3)[CH3:23])=[CH:17][CH:16]=2)([OH:14])[CH2:10][CH2:9]1)C1C=CC=CC=1>CO.[Pd]>[CH2:26]1[CH2:25][O:24][C:22]([CH3:23])([CH2:21][C:18]2[CH:19]=[CH:20][C:15]([C:11]3([OH:14])[CH2:12][CH2:13][NH:8][CH2:9][CH2:10]3)=[CH:16][CH:17]=2)[O:27]1. Procedure details: 1-Benzyl-4-[4-(2,2-ethylenedioxypropyl)phenyl]piperidin-4-ol (10.7 g) in methanol, was hydrogenated at room temperature and pressure over 10% palladium on carbon (5.0 g). After filtration through celite and evaporation of the solvent in vacuo, the residue was crystallised from ethanol:ether to give 4-[4-(2,2-ethylenedioxypropyl)phenyl]piperidin-4-ol (7.0 g). Reactants: CN(C)c1ccc(P(c2ccc(N(C)C)cc2)c2ccc(N(C)C)cc2)cc1, O=C(Cl)Oc1ccccc1, Clc1ccccc1Cl, Oc1ccccc1. Yields the product O=C(Oc1ccccc1)Oc1ccccc1. As a reaction SMILES: [CH3:18][N:19]([CH3:20])[c:21]1[cH:22][cH:23][c:24]([P:25]([c:26]2[cH:27][cH:28][c:29]([N:30]([CH3:31])[CH3:32])[cH:33][cH:34]2)[c:35]2[cH:36][cH:37][c:38]([N:39]([CH3:40])[CH3:41])[cH:42][cH:43]2)[cH:44][cH:45]1.[Cl:1][C:2](=[O:3])[O:4][c:5]1[cH:6][cH:7][cH:8][cH:9][cH:10]1.[Cl:46][c:47]1[cH:48][cH:49][cH:50][cH:51][c:52]1[Cl:53].[OH:11][c:12]1[cH:13][cH:14][cH:15][cH:16][cH:17]1>>[C:2](=[O:3])([O:4][c:5]1[cH:6][cH:7][cH:8][cH:9][cH:10]1)[O:11][c:12]1[cH:13][cH:14][cH:15][cH:16][cH:17]1.